From a dataset of the Open Reaction Database (ORD), a public repository of structured organic reaction records. describe an organic reaction: reactants, conditions, products, and yield Starting materials: C(C(=C)C)(=O)N (methacrylamide), C(C(=O)Cl)(=O)Cl (oxalyl chloride), resultant mixture, O (water). Solvent: ClC(C)Cl (dichloroethane). The product is Cl.C(=C)(C)C=1OC(C(N1)=O)=O (2-isopropenyloxazoline-4,5-dione hydrochloride). Reaction SMILES: [C:1]([NH2:6])(=[O:5])[C:2]([CH3:4])=[CH2:3].[C:7](Cl)(=[O:11])[C:8]([Cl:10])=[O:9].O>ClC(Cl)C>[ClH:10].[C:2]([C:1]1[O:5][C:7](=[O:11])[C:8](=[O:9])[N:6]=1)([CH3:4])=[CH2:3] |f:4.5|. Procedure details: A warm solution of methacrylamide (21.25 g) in dichloroethane (90 ml) was dropwise added in 1 hour to oxalyl chloride (34.5 g) kept at room temperature (20° C.) while stirring. The resultant mixture was cooled with water to room temperature. The produced 2-isopropenyloxazoline-4,5-dione hydrochloride (37 g) was collected by filtration under suction, washed with hexane and dried under reduced pressure. Decomposition temperature, 102° to 103° C.